From a dataset of the Open Reaction Database (ORD), a public repository of structured organic reaction records. describe an organic reaction: reactants, conditions, products, and yield Reactants: CC(Cl)c1cccnc1, O=C(O)c1cccc(C2CC2)c1. Reagents/catalysts: O=C([O-])[O-].[Cs+].[Cs+] (cesium carbonate), [I-].[K+] (potassium iodide). Run in CN(C)C=O (DMF), CN(C)C=O (dmf), CN(C)C=O (DMF). Run at temperature 70 celsius, time 16 hour. Product: CC(OC(=O)c1cccc(C2CC2)c1)c1cccnc1. Starting materials: FC(C=1C=C(C=CC1)NC(=O)C=1C=C2C(=NN=C(C2=CC1)OC)C1=CC=CC=C1)(F)F (1-methoxy-4-phenyl-phthalazine-6-carboxylic acid (3-trifluoromethyl-phenyl)-amide), Br (HBr). The solvent is O1CCOCC1 (dioxane). Run at temperature 40 celsius, time 48 hour. Yields the product FC(C=1C=C(C=CC1)NC(=O)C=1C=C2C(=NN=C(C2=CC1)O)C1=CC=CC=C1)(F)F (1-hydroxy-4-phenyl-phthalazine-6-carboxylic acid (3-trifluoromethyl-phenyl)-amide). Yield: 15.5%. As a reaction SMILES: [F:1][C:2]([F:31])([F:30])[C:3]1[CH:4]=[C:5]([NH:9][C:10]([C:12]2[CH:13]=[C:14]3[C:19](=[CH:20][CH:21]=2)[C:18]([O:22]C)=[N:17][N:16]=[C:15]3[C:24]2[CH:29]=[CH:28][CH:27]=[CH:26][CH:25]=2)=[O:11])[CH:6]=[CH:7][CH:8]=1.Br>O1CCOCC1>[F:31][C:2]([F:1])([F:30])[C:3]1[CH:4]=[C:5]([NH:9][C:10]([C:12]2[CH:13]=[C:14]3[C:19](=[CH:20][CH:21]=2)[C:18]([OH:22])=[N:17][N:16]=[C:15]3[C:24]2[CH:25]=[CH:26][CH:27]=[CH:28][CH:29]=2)=[O:11])[CH:6]=[CH:7][CH:8]=1. Procedure details: A mixture of 1-methoxy-4-phenyl-phthalazine-6-carboxylic acid (3-trifluoromethyl-phenyl)-amide (80 mg, 0.189 mmol), dioxane (2 mL) and 48% HBr (4 mL) was stirred at 40° C. for 48 hours. Concentration followed by chromatography (Hex/EtOAc) afforded 1-hydroxy-4-phenyl-phthalazine-6-carboxylic acid (3-trifluoromethyl-phenyl)-amide (12 mg) as a white solid, 1H (500 MHz, CDCl3, 55° C.) δ: 7.47 (d, 1H), 7.52 (t, 1H), 7.56-7.65 (m, 5H), 7.84 (d, 1H), 7.90-7.96 (m, 2H), 8.21 (d, 1H), 8.29 (s, 1H), 8.65 ... Starting materials: C(C(F)(F)F)(OC(F)F)Cl (isoflurane), [F-].[K+] (potassium fluoride), C(C(F)(F)F)(OC(F)F)Cl (FORANE), C(C(F)(F)F)(OC(F)F)Cl (isoflurane). Run in diethylglycol. Conditions: temperature 195 celsius, time 10 hour. Product: C(F)(F)OC(F)C(F)(F)F (CHF2OCHFCF3). The yield is 29.0%. RXN SMILES: [CH:1](Cl)([O:6][CH:7]([F:9])[F:8])[C:2]([F:5])([F:4])[F:3].[F-:11].[K+]>>[CH:7]([O:6][CH:1]([C:2]([F:5])([F:4])[F:3])[F:11])([F:9])[F:8] |f:1.2|. Procedure: 12.9 g of isoflurane (FORANE® isoflurane commercially available from Anaquest Division of BOC, Inc. in Madison, Wis.) were combined with 5.5 g of potassium fluoride and 20 ml of diethylglycol and the mixture was heated with stirring for 10 hours in a glass pressure vessel at 195° C. The heated mixture was washed with ice water and the organic layer was subjected to gas chromatography, which showed the presence of the compound CHF2OCHFCF3 (29% yield). The reactants are CC(=O)Oc1cccc(I)c1OC(C)=O, CC1(C)CCCC(C)(C)N1O, OCC1CCCCO1. Product: O=C(O)C1CCCCO1. As a reaction SMILES: [C:9]([O:10][c:12]1[c:13]([O:14][C:15](=[O:16])[CH3:17])[c:18]([I:19])[cH:20][cH:21][cH:22]1)(=[O:11])[CH3:23].[CH3:24][C:25]1([CH3:34])[N:26]([O:27])[C:28]([CH3:29])([CH3:30])[CH2:31][CH2:32][CH2:33]1.[O:1]1[CH:2]([CH2:7][OH:8])[CH2:3][CH2:4][CH2:5][CH2:6]1>>[O:1]1[CH:2]([C:7](=[O:8])[OH:11])[CH2:3][CH2:4][CH2:5][CH2:6]1.